describe an organic reaction: reactants, conditions, products, and yield From a dataset of the Open Reaction Database (ORD), a public repository of structured organic reaction records. Reactants: O (water), C(C)(C)(C)S(=O)CC(C(=O)OCC)CC1=CC=CC=C1 (ethyl (RS)-α-[[(RS)-t-butylsulphinyl]methyl]hydrocinnamate), [OH-].[Ca+2].[OH-] (calcium hydroxide). The solvent is CS(=O)C (dimethyl sulphoxide). The product is C(C)(C)(C)S(=O)C[C@H](C(=O)O)CC1=CC=CC=C1 ((S)-α-[[(RS)-t-butylsulphinyl]methyl]hydrocinnamic acid). Yield: 56.9%. As a reaction SMILES: O.[C:2]([S:6]([CH2:8][CH:9]([CH2:15][C:16]1[CH:21]=[CH:20][CH:19]=[CH:18][CH:17]=1)[C:10]([O:12]CC)=[O:11])=[O:7])([CH3:5])([CH3:4])[CH3:3].[OH-].[Ca+2].[OH-]>CS(C)=O>[C:2]([S:6]([CH2:8][C@@H:9]([CH2:15][C:16]1[CH:17]=[CH:18][CH:19]=[CH:20][CH:21]=1)[C:10]([OH:12])=[O:11])=[O:7])([CH3:5])([CH3:3])[CH3:4] |f:2.3.4|. Reported procedure: 550 ml of water are placed in a sulphonation flask having a mechanical stirrer, pH control as well as a dropping funnel and treated while stirring vigorously with 4.85 g (16.36 mmol) of ethyl (RS)-α-[[(RS)-t-butylsulphinyl]methyl]hydrocinnamate (see EPA 0 236 734) in 15 ml of dimethyl sulphoxide. The reaction solution is thereafter adjusted to pH 7.5, treated with 200 mg of α-chymotrypsin and the pH is held constant with 0.037N calcium hydroxide solution. After 220 ml of this calcium hydroxide s... The reactants are CC=1N=C2N(C=CC=C2)C1CC1=CC=C(C#N)C=C1 (4-[(2-methyl imidazo(1,2-a)pyridin 3-yl) methyl]benzonitrile), C(C)(=O)OCC (ethyl acetate), Cl (hydrochloric acid). Run in C(C)O (ethanol). The product is Cl.CC=1N=C2N(C=CC=C2)C1CC1=CC=C(C#N)C=C1 (4-[(2-methyl imidazo(1,2-a)pyridin 3-yl) methyl]benzonitrile hydrochloride). Reaction SMILES: [CH3:1][C:2]1[N:3]=[C:4]2[CH:9]=[CH:8][CH:7]=[CH:6][N:5]2[C:10]=1[CH2:11][C:12]1[CH:19]=[CH:18][C:15]([C:16]#[N:17])=[CH:14][CH:13]=1.C(OCC)(=O)C.[ClH:26]>C(O)C>[ClH:26].[CH3:1][C:2]1[N:3]=[C:4]2[CH:9]=[CH:8][CH:7]=[CH:6][N:5]2[C:10]=1[CH2:11][C:12]1[CH:13]=[CH:14][C:15]([C:16]#[N:17])=[CH:18][CH:19]=1 |f:4.5|. Reported procedure: A mixture of 5 g of the product of Stage C, 80 ml of ethyl acetate and 3.5 ml of 6.6N hydrochloric acid in ethanol was ice-cooled, separated, washed with ethyl acetate and dried under reduced pressure at 80° C. to obtain 5 g of the expected product melting at 230° C. The reactants are [Cl-].[NH4+] (ammonium chloride), FC1=CC=C(C=C1)C1=C(C(=NC=2N1N=C(C2)C)C(C)C)C(=O)OCC (ethyl 7-(4'-fluorophenyl)-2-methyl-5-(1'-methylethyl)pyrazolo[1,5-a]pyrimidin-6-ylcarboxylate), [H-].C(C(C)C)[Al+]CC(C)C.C1(=CC=CC=C1)C (diisobutylaluminium hydride toluene), FC1=CC=C(C=C1)C1=C(C(=NC=2N1N=C(C2)C)C(C)C)C(=O)OCC (ethyl 7-(4'-fluorophenyl)-2-methyl-5-(1'-methylethyl)pyrazolo[1,5-a]pyrimidin-6-ylcarboxylate), C(C)OCC (Diethyl ether). The solvent is C1(=CC=CC=C1)C (toluene). Reaction conditions: temperature 0 celsius, time 1 hour. Yields the product FC1=CC=C(C=C1)C1=C(C(=NC=2N1N=C(C2)C)C(C)C)CO (7-(4'-fluorophenyl)-6-hydroxymethyl-2-methyl-5-(1'-methylethyl)pyrazolo[1,5-a]pyrimidin). The yield is 84.0%. Reaction SMILES: [F:1][C:2]1[CH:7]=[CH:6][C:5]([C:8]2[N:13]3[N:14]=[C:15]([CH3:17])[CH:16]=[C:12]3[N:11]=[C:10]([CH:18]([CH3:20])[CH3:19])[C:9]=2[C:21](OCC)=[O:22])=[CH:4][CH:3]=1.[H-].C([Al+]CC(C)C)C(C)C.C1(C)C=CC=CC=1.[Cl-].[NH4+].C(OCC)C>C1(C)C=CC=CC=1>[F:1][C:2]1[CH:3]=[CH:4][C:5]([C:8]2[N:13]3[N:14]=[C:15]([CH3:17])[CH:16]=[C:12]3[N:11]=[C:10]([CH:18]([CH3:20])[CH3:19])[C:9]=2[CH2:21][OH:22])=[CH:6][CH:7]=1 |f:1.2.3,4.5|. Procedure details: 4.40 g (12.9 mmol) of ethyl 7-(4'-fluorophenyl)-2-methyl-5-(1'-methylethyl)pyrazolo[1,5-a]pyrimidin-6-ylcarboxylate was dissolved in 40 ml of dry toluene under a nitrogen atmosphere and cooled to 0° C. in an ice bath. To this solution, 33 ml of a 16 weight % diisobutylaluminium hydride-toluene solution was dropwise added, and then, the mixture was stirred at 0° C. for one hour. After confirming the complete disappearance of ethyl 7-(4'-fluorophenyl)-2-methyl-5-(1'-methylethyl)pyrazolo[1,5-a]pyri... Starting materials: Cl.C1(=CC=CC=C1)NC(=O)C=1N=C2N(C=C(C=C2)C(OCC)=N)C1 (ethyl 2-phenylcarbamoylimidazo[1,2-a]pyridine-6-carboximidate hydrochloride), C(CN)N (ethylenediamine). The solvent is C(C)O (ethanol). Run at temperature 0 celsius, time 60 hour. Product: Cl.N1C(=NCC1)C=1C=CC=2N(C1)C=C(N2)C(=O)NC2=CC=CC=C2 (6-(4,5-dihydro-1H-imidazol-2-yl)-N-phenylimidazo[1,2-a]pyridine-2-carboxamide hydrochloride). Reaction SMILES: [ClH:1].[C:2]1([NH:8][C:9]([C:11]2[N:12]=[C:13]3[CH:18]=[CH:17][C:16]([C:19](=[NH:23])OCC)=[CH:15][N:14]3[CH:24]=2)=[O:10])[CH:7]=[CH:6][CH:5]=[CH:4][CH:3]=1.[CH2:25](N)[CH2:26][NH2:27]>C(O)C>[ClH:1].[NH:27]1[CH2:26][CH2:25][N:23]=[C:19]1[C:16]1[CH:17]=[CH:18][C:13]2[N:14]([CH:24]=[C:11]([C:9]([NH:8][C:2]3[CH:3]=[CH:4][CH:5]=[CH:6][CH:7]=3)=[O:10])[N:12]=2)[CH:15]=1 |f:0.1,4.5|. Procedure: A suspension of 296 mg of ethyl 2-phenylcarbamoylimidazo[1,2-a]pyridine-6-carboximidate hydrochloride (1:1) in 10 mL of ethanol is cooled to 0° C., followed by addition of 144 μL of ethylenediamine. The reaction mixture is refluxed for 16 hours and then stirred at room temperature for 60 hours. The precipitate is filtered off by suction and washed with ethanol and then recrystallized from methanol to give 64 mg of 6-(4,5-dihydro-1H-imidazol-2-yl)-N-phenylimidazo[1,2-a]pyridine-2-carboxamide hydr... Starting materials: COC1=CC=C(C=C1)C1=NN=NN1 (5-(p-methoxyphenyl)tetrazole), [OH-].[Na+] (sodium hydroxide), [N+](=O)([O-])C1=CC=C(C=C1)S(=O)(=O)OC(C#C)I (iodopropargyl p-nitrobenzenesulfonate). The solvent is CN(C=O)C (dimethylformamide). Run at time 4 hour. Product: COC1=CC=C(C=C1)C2=NN(N=N2)CC#CI (2-(1'-iodopropyn-3'-yl)-5-(p-methoxyphenyl)tetrazole). Reaction SMILES: [CH3:1][O:2][C:3]1[CH:8]=[CH:7][C:6]([C:9]2[NH:13][N:12]=[N:11][N:10]=2)=[CH:5][CH:4]=1.[OH-].[Na+].[N+](C1C=CC(S(O[CH:29]([I:32])[C:30]#[CH:31])(=O)=O)=CC=1)([O-])=O>CN(C)C=O>[CH3:1][O:2][C:3]1[CH:8]=[CH:7][C:6]([C:9]2[N:10]=[N:11][N:12]([CH2:31][C:30]#[C:29][I:32])[N:13]=2)=[CH:5][CH:4]=1 |f:1.2|. Procedure: In anhydrous dimethylformamide were stirred well 1.86 g (10 mmoles) of 5-(p-methoxyphenyl)tetrazole and 420 mg (10 mmoles) of sodium hydroxide to form a homogeneous solution. To this solution were added under ice-cooling 3.67 g (10 mmoles) of iodopropargyl p-nitrobenzenesulfonate and the reaction was continued for 4 hours. The reaction mixture was extracted with 200 ml of ethyl acetate and 100 ml of water, the ethyl acetate layer was washed with water, dried and concentrated under reduced pressu... Reagents/catalysts: C(C)(=O)[O-].[Pd+2].C(C)(=O)[O-] (palladium (II) acetate). Reactants: O(C1=CC=CC=C1)CC(=O)NC1[C@@H]2N(C(=C(CS2)OS(=O)(=O)F)C(=O)OC(C2=CC=CC=C2)C2=CC=CC=C2)C1=O (diphenylmethyl 7-phenoxyacetamido-3-[(fluorosulfonyl) oxy]-3-cephem-4-carboxylate), C(=C)[Sn](CCCC)(CCCC)CCCC (vinyl tri-n-butylstannane). Run in C(C)(=O)OCC (ethyl acetate), CN1C(CCC1)=O (1-methyl-2-pyrrolidinone). Procedure details: A solution of palladium (II) acetate (3.6 mg, 0.016 mmol, 0.1 eq.) in 1-methyl-2-pyrrolidinone (2 mL) was treated with vinyl tri-n-butylstannane (58.4 mL, 0.2 mmol, 1.2 eq.) under an inert atmosphere and allowed to stir for 3 minutes. The resulting dark suspension was then treated with diphenylmethyl 7-phenoxyacetamido-3-[(fluorosulfonyl) oxy]-3-cephem-4-carboxylate (100.0 mg, 0.16 mmol, 1.0 eq.) in one portion and the reaction mixture was allowed to stir for 10 minutes. The reaction mixture was... Conditions: time 3 minute. As a reaction SMILES: [CH:1]([Sn](CCCC)(CCCC)CCCC)=[CH2:2].[O:16]([CH2:23][C:24]([NH:26][CH:27]1[C:55](=[O:56])[N:29]2[C:30]([C:39]([O:41][CH:42]([C:49]3[CH:54]=[CH:53][CH:52]=[CH:51][CH:50]=3)[C:43]3[CH:48]=[CH:47][CH:46]=[CH:45][CH:44]=3)=[O:40])=[C:31](OS(F)(=O)=O)[CH2:32][S:33][C@H:28]12)=[O:25])[C:17]1[CH:22]=[CH:21][CH:20]=[CH:19][CH:18]=1>CN1CCCC1=O.C(OCC)(=O)C.C([O-])(=O)C.[Pd+2].C([O-])(=O)C>[O:16]([CH2:23][C:24]([NH:26][CH:27]1[C:55](=[O:56])[N:29]2[C:30]([C:39]([O:41][CH:42]([C:49]3[CH:54]=[CH:53][CH:52]=[CH:51][CH:50]=3)[C:43]3[CH:48]=[CH:47][CH:46]=[CH:45][CH:44]=3)=[O:40])=[C:31]([CH:1]=[CH2:2])[CH2:32][S:33][C@H:28]12)=[O:25])[C:17]1[CH:18]=[CH:19][CH:20]=[CH:21][CH:22]=1 |f:4.5.6|. Product: O(C1=CC=CC=C1)CC(=O)NC1[C@@H]2N(C(=C(CS2)C=C)C(=O)OC(C2=CC=CC=C2)C2=CC=CC=C2)C1=O (Diphenylmethyl 7-Phenoxyacetamido-3-vinyl-3-cephem-4-carboxylate). The yield is 88.8%.